describe an organic reaction: reactants, conditions, products, and yield From a dataset of the Open Reaction Database (ORD), a public repository of structured organic reaction records. Reactants: COC([C@@H](NC(CNC(=O)OC(C)(C)C)=O)CC1=CC=C(C=C1)F)=O (N-[N-(t-Butoxycarbonyl)glycyl]-4-fluorophenylalanine methyl ester), COC([C@@H](NC(CNC(=O)OC(C)(C)C)=O)CC1=CC=CC=C1)=O (N-[N-(t-Butoxycarbonyl)glycyl]-L-phenylalanine methyl ester). Yields the product C(C)(C)(C)OC(=O)NCC(=O)N[C@@H](CC1=CC=C(C=C1)F)C(=O)O (N-[N-(t-Butoxycarbonyl)glycyl]-4-fluorophenylalanine). As a reaction SMILES: C[O:2][C:3](=[O:25])[C@H:4]([CH2:17][C:18]1[CH:23]=[CH:22][C:21]([F:24])=[CH:20][CH:19]=1)[NH:5][C:6](=[O:16])[CH2:7][NH:8][C:9]([O:11][C:12]([CH3:15])([CH3:14])[CH3:13])=[O:10].COC(=O)[C@H](CC1C=CC=CC=1)NC(=O)CNC(OC(C)(C)C)=O>>[C:12]([O:11][C:9]([NH:8][CH2:7][C:6]([NH:5][C@H:4]([C:3]([OH:25])=[O:2])[CH2:17][C:18]1[CH:23]=[CH:22][C:21]([F:24])=[CH:20][CH:19]=1)=[O:16])=[O:10])([CH3:15])([CH3:13])[CH3:14]. Reported procedure: When in the procedure of Example 7a, 6b is substituted for 6a, the title compound is produced. Reactants: FC1=CC=C(C=C1)C1=NNC(S1)C1=C(C(=CC=C1)OC)O[Si](C(C)C)(C(C)C)C(C)C (5-(4-fluoro-phenyl)-2-(3-methoxy-2-triisopropylsilanyloxy-phenyl)-2,3-dihydro-[1,3,4]thiadiazole), CCN(C(C)C)C(C)C (DIEA), FC1=C(C(=O)Cl)C(=CC(=C1)F)F (2,4,6-tri-fluorobenzoyl chloride). Reaction conditions: time 12 hour. The product is FC1=CC=C(C=C1)C1=NN(C(S1)C1=C(C(=CC=C1)OC)O[Si](C(C)C)(C(C)C)C(C)C)C(=O)C1=C(C=C(C=C1F)F)F ([5-(4-fluoro-phenyl)-2-(3-methoxy-2-triisopropylsilanyloxy-phenyl)-[1,3,4]thiadiazol-3-yl]-(2,4,6-trifluoro-phenyl)-methanone). Reaction SMILES: [F:1][C:2]1[CH:7]=[CH:6][C:5]([C:8]2[S:12][CH:11]([C:13]3[CH:18]=[CH:17][CH:16]=[C:15]([O:19][CH3:20])[C:14]=3[O:21][Si:22]([CH:29]([CH3:31])[CH3:30])([CH:26]([CH3:28])[CH3:27])[CH:23]([CH3:25])[CH3:24])[NH:10][N:9]=2)=[CH:4][CH:3]=1.CCN(C(C)C)C(C)C.[F:41][C:42]1[CH:50]=[C:49]([F:51])[CH:48]=[C:47]([F:52])[C:43]=1[C:44](Cl)=[O:45]>>[F:1][C:2]1[CH:7]=[CH:6][C:5]([C:8]2[S:12][CH:11]([C:13]3[CH:18]=[CH:17][CH:16]=[C:15]([O:19][CH3:20])[C:14]=3[O:21][Si:22]([CH:26]([CH3:28])[CH3:27])([CH:23]([CH3:25])[CH3:24])[CH:29]([CH3:31])[CH3:30])[N:10]([C:44]([C:43]3[C:47]([F:52])=[CH:48][C:49]([F:51])=[CH:50][C:42]=3[F:41])=[O:45])[N:9]=2)=[CH:4][CH:3]=1. Procedure: To the solution of 5-(4-fluoro-phenyl)-2-(3-methoxy-2-triisopropylsilanyloxy-phenyl)-2,3-dihydro-[1,3,4]thiadiazole is added DIEA (3.09 mmol) and 2,4,6-tri-fluorobenzoyl chloride (3.09 mmol) and the reaction mixture is stirred for 12 hours at room temperature. After concentration, the residue is purified by automated column chromatography (hexane/EtOAc) to yield [5-(4-fluoro-phenyl)-2-(3-methoxy-2-triisopropylsilanyloxy-phenyl)-[1,3,4]thiadiazol-3-yl]-(2,4,6-trifluoro-phenyl)-methanone. The reactants are CN(C)C(=O)CCOCC1CCC2C3=CC=C4CC(O[Si](C)(C)C(C)(C)C)CC(O[Si](C)(C)C(C)(C)C)C4(C)C3CCC12C, CC(C)(C)[O-], [K+], C1CCOC1, O=C1N=NC(=O)N1c1ccccc1. Product: CC12CCC3C(=CC=C4CC(O[Si](C)(C)C(C)(C)C)CC(O[Si](C)(C)C(C)(C)C)C43C)C1CCC2CO, O=C1N=NC(=O)N1c1ccccc1. Reaction SMILES: [C:14]([CH3:15])([CH3:16])([CH3:17])[Si:18]([O:19][CH:20]1[CH2:21][CH:22]([O:48][Si:49]([CH3:50])([CH3:51])[C:52]([CH3:53])([CH3:54])[CH3:55])[CH2:23][C:24]2=[CH:25][CH:26]=[C:27]3[CH:28]4[CH2:29][CH2:30][CH:31]([CH2:39][O:40][CH2:41][CH2:42][C:43]([N:44]([CH3:45])[CH3:46])=[O:47])[C:32]4([CH3:33])[CH2:34][CH2:35][CH:36]3[C:37]12[CH3:38])([CH3:56])[CH3:57].[CH3:58][C:59]([CH3:60])([O-:61])[CH3:62].[K+:63].[O:64]1[CH2:65][CH2:66][CH2:67][CH2:68]1.[c:1]1([N:7]2[C:8](=[O:13])[N:9]=[N:10][C:11]2=[O:12])[cH:2][cH:3][cH:4][cH:5][cH:6]1>>[C:14]([CH3:15])([CH3:16])([CH3:17])[Si:18]([O:19][CH:20]1[CH2:21][CH:22]([O:48][Si:49]([CH3:50])([CH3:51])[C:52]([CH3:53])([CH3:54])[CH3:55])[CH2:23][C:24]2=[CH:25][CH:26]=[C:27]3[CH:28]4[CH2:29][CH2:30][CH:31]([CH2:39][OH:40])[C:32]4([CH3:33])[CH2:34][CH2:35][CH:36]3[C:37]12[CH3:38])([CH3:56])[CH3:57].[c:1]1([N:7]2[C:8](=[O:13])[N:9]=[N:10][C:11]2=[O:12])[cH:2][cH:3][cH:4][cH:5][cH:6]1. Starting materials: CC(C)([O-])C.[K+] (potassium t-butoxide), ClCC[C@H]1N(C[C@@H](C1)O)C(=O)OCC ((2S,4R)-2-(2-chloroethyl)-1-ethoxycarbonyl-4-hydroxypyrrolidine), BrC1=CC(=C(C=C1)O)CCC1=CC=CC=C1 (4-bromo-2-(2-phenylethyl)phenol). Run in CN(C(C)=O)C (N,N-dimethylacetamide). Yields the product BrC1=CC(=C(OCC[C@H]2N(C[C@@H](C2)O)C(=O)OCC)C=C1)CCC1=CC=CC=C1 ((2R,4R)-2-{2-[4-Bromo-2-(2-phenylethyl)phenoxy]ethyl}-1-ethoxycarbonyl-4-hydroxypyrrolidine). The yield is 33.6%. Reaction SMILES: [Br:1][C:2]1[CH:7]=[CH:6][C:5]([OH:8])=[C:4]([CH2:9][CH2:10][C:11]2[CH:16]=[CH:15][CH:14]=[CH:13][CH:12]=2)[CH:3]=1.CC(C)([O-])C.[K+].Cl[CH2:24][CH2:25][C@@H:26]1[CH2:30][C@@H:29]([OH:31])[CH2:28][N:27]1[C:32]([O:34][CH2:35][CH3:36])=[O:33]>CN(C)C(=O)C>[Br:1][C:2]1[CH:7]=[CH:6][C:5]([O:8][CH2:24][CH2:25][C@@H:26]2[CH2:30][C@@H:29]([OH:31])[CH2:28][N:27]2[C:32]([O:34][CH2:35][CH3:36])=[O:33])=[C:4]([CH2:9][CH2:10][C:11]2[CH:12]=[CH:13][CH:14]=[CH:15][CH:16]=2)[CH:3]=1 |f:1.2|. Procedure details: 500 mg of 4-bromo-2-(2-phenylethyl)phenol were dissolved in 10 ml of N,N-dimethylacetamide, allowed to react with 220 mg of potassium t-butoxide and 440 mg of (2S,4R)-2-(2-chloroethyl)-1-ethoxycarbonyl-4-hydroxypyrrolidine and extracted in the same manner as described in step (a) of Example 1. The resulting oily substance was purified by silica gel column chromatography, using a 1:2 by volume mixture of hexane and ethyl acetate as the eluent, to give 280 mg (yield 34%) of the title compound as a... Starting materials: CCOC(=O)C(Cc1ccc(OCC(=O)O)cc1)OCC, CCCCCCNCc1ccccc1, CCN=C=NCCCN(C)C, ClCCl, CN(C)c1ccncc1, Cl. Product: CCCCCCN(Cc1ccccc1)C(=O)COc1ccc(CC(OCC)C(=O)OCC)cc1. As a reaction SMILES: [CH2:1]([CH3:2])[O:3][CH:4]([CH2:5][c:6]1[cH:7][cH:8][c:9]([O:10][CH2:11][C:12](=[O:13])[OH:14])[cH:15][cH:16]1)[C:17](=[O:18])[O:19][CH2:20][CH3:21].[CH2:22]([CH2:23][CH2:24][CH2:25][CH2:26][CH3:27])[NH:28][CH2:29][c:30]1[cH:31][cH:32][cH:33][cH:34][cH:35]1.[CH2:37]([N:38]=[C:39]=[N:40][CH2:41][CH2:42][CH2:43][N:44]([CH3:45])[CH3:46])[CH3:47].[CH2:48]([Cl:49])[Cl:50].[CH3:51][N:52]([c:53]1[cH:54][cH:55][n:56][cH:57][cH:58]1)[CH3:59].[ClH:36]>>[CH2:1]([CH3:2])[O:3][CH:4]([CH2:5][c:6]1[cH:7][cH:8][c:9]([O:10][CH2:11][C:12](=[O:14])[N:28]([CH2:22][CH2:23][CH2:24][CH2:25][CH2:26][CH3:27])[CH2:29][c:30]2[cH:31][cH:32][cH:33][cH:34][cH:35]2)[cH:15][cH:16]1)[C:17](=[O:18])[O:19][CH2:20][CH3:21]. The reactants are C(C)/C(=C\C)/C1=CC=CC=2NC(NC21)=O (4-[(1E)-1-ethylprop-1-en-1-yl]-1,3-dihydro-2H-benzimidazol-2-one), C(C)/C(=C/C)/C1=CC=CC=2NC(NC21)=O (4-[(1Z)-1-ethylprop-1-en-1-yl]-1,3-dihydro-2H-benzimidazol-2-one), C(=O)[O-].[NH4+] (ammonium formate). The reagents and catalysts are [Pd] (palladium on carbon). The solvent is C(C)O (ethanol). Reaction conditions: time 15 hour. Product: C(C)C(CC)C1=CC=CC=2NC(NC21)=O (4-(1-Ethylpropyl)-1,3-dihydro-2H-benzimidazol-2-one). Yield: 99.0%. RXN SMILES: [CH2:1](/[C:3](/[C:6]1[C:14]2[NH:13][C:12](=[O:15])[NH:11][C:10]=2[CH:9]=[CH:8][CH:7]=1)=[CH:4]\[CH3:5])[CH3:2].C(/C(/C1C2NC(=O)NC=2C=CC=1)=C/C)C.C([O-])=O.[NH4+]>C(O)C.[Pd]>[CH2:1]([CH:3]([C:6]1[C:14]2[NH:13][C:12](=[O:15])[NH:11][C:10]=2[CH:9]=[CH:8][CH:7]=1)[CH2:4][CH3:5])[CH3:2] |f:2.3|. Procedure: To a suspension of a mixture of 4-[(1E)-1-ethylprop-1-en-1-yl]-1,3-dihydro-2H-benzimidazol-2-one and 4-[(1Z)-1-ethylprop-1-en-1-yl]-1,3-dihydro-2H-benzimidazol-2-one (329 mg, 1.63 mmol) and ammonium formate (820 mg, 13.0 mmol) in ethanol (3 mL) was added 10% palladium on carbon (50% wet; 120 mg), and the mixture was stirred at room temperature for 15 hours. The catalyst was removed by filtration, and the filtrate was concentrated in vacuo. The residue was diluted with water and extracted with et... The reactants are C(C=C)C1=C(C2=C(C(OC2)=O)C=C1)Br (5-allyl-4-bromo-2-benzofuran-1(3H)-one), O=[O+][O-] (ozone), CSC (dimethyl sulfide). RXN SMILES: [CH2:1]([C:4]1[CH:13]=[CH:12][C:7]2[C:8](=[O:11])[O:9][CH2:10][C:6]=2[C:5]=1[Br:14])[CH:2]=C.[O:15]=[O+][O-].CSC>CO.CCOC(C)=O>[Br:14][C:5]1[C:6]2[CH2:10][O:9][C:8](=[O:11])[C:7]=2[CH:12]=[CH:13][C:4]=1[CH2:1][CH:2]=[O:15]. Product: BrC1=C(C=CC=2C(OCC21)=O)CC=O ((4-bromo-1-oxo-1,3-dihydro-2-benzofuran-5-yl)acetaldehyde). Run in CCOC(=O)C (EtOAc), CO (methanol). Procedure: To a solution of 5-allyl-4-bromo-2-benzofuran-1(3H)-one (120 mg, 0.47 mmol) in methanol (20 mL) was bubbled ozone at −78° C. until the solution turned light blue. Excess ozone was removed by bubbling nitrogen through, which was followed by addition of dimethyl sulfide (0.35 mL, 4.7 mmol). The reaction was allowed to warm to RT, diluted with EtOAc, washed with brine, adsorbed onto silica gel, and purified by MPLC. Removal of solvent gave rise to (4-bromo-1-oxo-1,3-dihydro-2-benzofuran-5-yl)acetal...